This data is from the Open Reaction Database (ORD), a public repository of structured organic reaction records. The task is: describe an organic reaction: reactants, conditions, products, and yield Starting materials: C(C1=CC=CC=C1)NC(NCC1(CC1)C(=O)O)=O (1-((3-benzylureido)methyl)cyclopropanecarboxylic acid), N[C@H](C(=O)N(CC1=CC=NC2=CC=CC=C12)CC(OCC)OCC)CC1=CC=C(C=C1)OC(C)(C)C ((S)-2-amino-3-(4-tert-butoxyphenyl)-N-(2,2-diethoxyethyl)-N-(quinolin-4-ylmethyl)propanamide). The product is C(C1=CC=CC=C1)NC(NCC1(CC1)C(=O)N[C@H](C(=O)N(CC1=CC=NC2=CC=CC=C12)CC(OCC)OCC)CC1=CC=C(C=C1)OC(C)(C)C)=O ((S)-1-((3-benzylureido)methyl)-N-(3-(4-tert-butoxyphenyl)-1-((2,2-diethoxyethyl)(quinolin-4-ylmethyl)amino)-1-oxopropan-2-yl)cyclopropanecarboxamide). Isolated yield 71.8%. RXN SMILES: [CH2:1]([NH:8][C:9](=[O:18])[NH:10][CH2:11][C:12]1([C:15]([OH:17])=O)[CH2:14][CH2:13]1)[C:2]1[CH:7]=[CH:6][CH:5]=[CH:4][CH:3]=1.[NH2:19][C@@H:20]([CH2:43][C:44]1[CH:49]=[CH:48][C:47]([O:50][C:51]([CH3:54])([CH3:53])[CH3:52])=[CH:46][CH:45]=1)[C:21]([N:23]([CH2:35][CH:36]([O:40][CH2:41][CH3:42])[O:37][CH2:38][CH3:39])[CH2:24][C:25]1[C:34]2[C:29](=[CH:30][CH:31]=[CH:32][CH:33]=2)[N:28]=[CH:27][CH:26]=1)=[O:22]>>[CH2:1]([NH:8][C:9](=[O:18])[NH:10][CH2:11][C:12]1([C:15]([NH:19][C@@H:20]([CH2:43][C:44]2[CH:49]=[CH:48][C:47]([O:50][C:51]([CH3:53])([CH3:52])[CH3:54])=[CH:46][CH:45]=2)[C:21]([N:23]([CH2:35][CH:36]([O:37][CH2:38][CH3:39])[O:40][CH2:41][CH3:42])[CH2:24][C:25]2[C:34]3[C:29](=[CH:30][CH:31]=[CH:32][CH:33]=3)[N:28]=[CH:27][CH:26]=2)=[O:22])=[O:17])[CH2:13][CH2:14]1)[C:2]1[CH:3]=[CH:4][CH:5]=[CH:6][CH:7]=1. Procedure details: According to the procedure described in the synthesis method of Compound II-1, 1-((3-benzylureido)methyl)cyclopropanecarboxylic acid (Compound VI-1) (174 mg, 0.35 mmol) was coupled with (S)-2-amino-3-(4-tert-butoxyphenyl)-N-(2,2-diethoxyethyl)-N-(quinolin-4-ylmethyl)propanamide (Compound IV-4) (173 mg, 0.7 mmol) and the obtained residue was purified by Purif silica gel column chromatography (eluent: n-hexane:ethylacetate=50:50 to 0:100) to obtain the title compound (182 mg, 72%). The reactants are [BH4-], ClCCl, CO, Nc1ccc(I)cc1, [Mg+2], [Na+], O=S(=O)([O-])[O-], O=Cc1ccc(OC2CCCCO2)cc1. Product: Ic1ccc(NCc2ccc(OC3CCCCO3)cc2)cc1. As a reaction SMILES: [BH4-:30].[CH2:32]([Cl:33])[Cl:34].[CH3:35][OH:36].[I:16][c:17]1[cH:18][cH:19][c:20]([NH2:21])[cH:22][cH:23]1.[Mg+2:24].[Na+:31].[O-:25][S:26](=[O:27])(=[O:28])[O-:29].[O:1]1[CH:2]([O:7][c:8]2[cH:9][cH:10][c:11]([CH:12]=[O:13])[cH:14][cH:15]2)[CH2:3][CH2:4][CH2:5][CH2:6]1>>[O:1]1[CH:2]([O:7][c:8]2[cH:9][cH:10][c:11]([CH2:12][NH:21][c:20]3[cH:19][cH:18][c:17]([I:16])[cH:23][cH:22]3)[cH:14][cH:15]2)[CH2:3][CH2:4][CH2:5][CH2:6]1. Reactants: CC=1C(=NC=CN1)C(=O)O (3-Methylpyrazine-2-carboxylic acid), CN(C=O)C (N,N-Dimethylformamide), ON1N=NC2=C1C=CC=C2 (1-Hydroxybenzotriazole), Cl.CN(CCCN=C=NCC)C (N-(3-Dimethylaminopropyl)-N′-ethylcarbodiimide hydrochloride), C(C)(C)N(C(C)C)CC (N,N-Diisopropylethylamine), C(C)NC(=O)NC1=CC=C(C=C1)C=1N=C(C2=C(N1)CNCC2)N2CCOCC2 (1-ethyl-3-(4-(4-morpholino-5,6,7,8-tetrahydropyrido[3,4-d]pyrimidin-2-yl)phenyl)urea). Run at time 8 hour. Product: C(C)NC(=O)NC1=CC=C(C=C1)C=1N=C(C2=C(N1)CN(CC2)C(=O)C2=NC=CN=C2C)N2CCOCC2 (1-ethyl-3-(4-(7-(3-methylpyrazine-2-carbonyl)-4-morpholino-5,6,7,8-tetrahydropyrido[3,4-d]pyrimidin-2-yl)phenyl)urea). Reaction SMILES: [CH3:1][C:2]1[C:3]([C:8]([OH:10])=O)=[N:4][CH:5]=[CH:6][N:7]=1.CN(C)C=O.ON1C2C=CC=CC=2N=N1.Cl.CN(C)CCCN=C=NCC.C(N(CC)C(C)C)(C)C.[CH2:47]([NH:49][C:50]([NH:52][C:53]1[CH:58]=[CH:57][C:56]([C:59]2[N:60]=[C:61]([N:69]3[CH2:74][CH2:73][O:72][CH2:71][CH2:70]3)[C:62]3[CH2:68][CH2:67][NH:66][CH2:65][C:63]=3[N:64]=2)=[CH:55][CH:54]=1)=[O:51])[CH3:48]>>[CH2:47]([NH:49][C:50]([NH:52][C:53]1[CH:54]=[CH:55][C:56]([C:59]2[N:60]=[C:61]([N:69]3[CH2:70][CH2:71][O:72][CH2:73][CH2:74]3)[C:62]3[CH2:68][CH2:67][N:66]([C:8]([C:3]4[C:2]([CH3:1])=[N:7][CH:6]=[CH:5][N:4]=4)=[O:10])[CH2:65][C:63]=3[N:64]=2)=[CH:57][CH:58]=1)=[O:51])[CH3:48] |f:3.4|. Procedure details: 3-Methylpyrazine-2-carboxylic acid (0.0501 g, 0.000363 mol) in dry N,N-Dimethylformamide (1.80 mL, 0.0232 mol) was added 1-Hydroxybenzotriazole (0.0580 g, 0.000429 mol) followed by N-(3-Dimethylaminopropyl)-N′-ethylcarbodiimide hydrochloride (0.0765 g, 0.000399 mol) then followed by N,N-Diisopropylethylamine (0.1150 mL, 0.0006602 mol) and then 1-ethyl-3-(4-(4-morpholino-5,6,7,8-tetrahydropyrido[3,4-d]pyrimidin-2-yl)phenyl)urea (0.1021 g, 0.0002670 mol). The reaction mixture was stirred overnight... The reactants are CO, Cl, [Na+], [Na+], O=C([O-])[O-], CC(C)(C)OC(=O)N1CCC(N2CCSc3ccc(NC(=N)c4cccs4)cc32)CC1. Product: N=C(Nc1ccc2c(c1)N(C1CCNCC1)CCS2)c1cccs1. RXN SMILES: [CH3:39][OH:40].[ClH:32].[Na+:33].[Na+:34].[O-:35][C:36](=[O:37])[O-:38].[s:1]1[c:2]([C:6]([NH:7][c:8]2[cH:9][c:10]3[c:11]([cH:29][cH:30]2)[S:12][CH2:13][CH2:14][N:15]3[CH:16]2[CH2:17][CH2:18][N:19]([C:22]([O:23][C:24]([CH3:25])([CH3:26])[CH3:27])=[O:28])[CH2:20][CH2:21]2)=[NH:31])[cH:3][cH:4][cH:5]1>>[s:1]1[c:2]([C:6]([NH:7][c:8]2[cH:9][c:10]3[c:11]([cH:29][cH:30]2)[S:12][CH2:13][CH2:14][N:15]3[CH:16]2[CH2:17][CH2:18][NH:19][CH2:20][CH2:21]2)=[NH:31])[cH:3][cH:4][cH:5]1. The reactants are C[Si](C)(C)CCOCn1nc2c(nc(-c3c(F)cccc3F)c3cc(-c4cn[nH]c4)ccc32)c1Br, C[Si](C)(C)CCOCCl, CCN(C(C)C)C(C)C, CN(C)C=O, O. Product: C[Si](C)(C)CCOCn1cc(-c2ccc3c(c2)c(-c2c(F)cccc2F)nc2c(Br)n(COCC[Si](C)(C)C)nc23)cn1. Reaction SMILES: [Br:1][c:2]1[n:3]([CH2:28][O:29][CH2:30][CH2:31][Si:32]([CH3:33])([CH3:34])[CH3:35])[n:4][c:5]2[c:6]1[n:7][c:8](-[c:20]1[c:21]([F:27])[cH:22][cH:23][cH:24][c:25]1[F:26])[c:9]1[cH:10][c:11](-[c:15]3[cH:16][n:17][nH:18][cH:19]3)[cH:12][cH:13][c:14]21.[CH3:50][Si:51]([CH2:52][CH2:53][O:54][CH2:55][Cl:56])([CH3:57])[CH3:58].[CH:41]([N:42]([CH:43]([CH3:44])[CH3:45])[CH2:46][CH3:47])([CH3:48])[CH3:49].[O:36]=[CH:37][N:38]([CH3:39])[CH3:40].[OH2:59]>>[Br:1][c:2]1[n:3]([CH2:28][O:29][CH2:30][CH2:31][Si:32]([CH3:33])([CH3:34])[CH3:35])[n:4][c:5]2[c:6]1[n:7][c:8](-[c:20]1[c:21]([F:27])[cH:22][cH:23][cH:24][c:25]1[F:26])[c:9]1[cH:10][c:11](-[c:15]3[cH:16][n:17][n:18]([CH2:55][O:54][CH2:53][CH2:52][Si:51]([CH3:50])([CH3:57])[CH3:58])[cH:19]3)[cH:12][cH:13][c:14]21. The reactants are O=C([O-])[O-], CC1CCCO1, CO, O=C(Cl)C(=O)Cl, [Na+], [Na+], COc1cc([N+](=O)[O-])c(C(=O)O)cc1O. Yields the product COC(=O)c1cc(O)c(OC)cc1[N+](=O)[O-]. RXN SMILES: [C:30](=[O:31])([O-:32])[O-:33].[CH3:16][CH:17]1[CH2:18][CH2:19][CH2:20][O:21]1.[CH3:28][OH:29].[Cl:22][C:23]([C:24]([Cl:25])=[O:26])=[O:27].[Na+:34].[Na+:35].[OH:1][c:2]1[c:3]([O:14][CH3:15])[cH:4][c:5]([N+:11](=[O:12])[O-:13])[c:6]([C:7](=[O:8])[OH:9])[cH:10]1>>[OH:1][c:2]1[c:3]([O:14][CH3:15])[cH:4][c:5]([N+:11](=[O:12])[O-:13])[c:6]([C:7](=[O:8])[O:9][CH3:16])[cH:10]1. The product is CC(C=Cc1c(Cl)cc(OC(F)(F)F)c(C)c1Cl)=CC=CC(C)=CC(=O)O. RXN SMILES: [CH3:1][C:2]([CH:3]=[CH:4][CH:5]=[C:6]([CH3:7])[CH:8]=[CH:9][c:10]1[c:11]([CH3:12])[cH:13][c:14]([O:15][C:16]([F:17])([F:18])[F:19])[c:20]([CH3:21])[c:22]1[CH3:23])=[CH:24][C:25]([OH:26])=[O:27].[CH3:28][C:29](=[CH:30][C:31](=[O:32])[O:33][CH2:34][CH3:35])[CH:36]=[CH:37][CH:38]=[C:39]([CH:40]=[CH:41][c:42]1[c:43]([Cl:55])[c:44]([CH3:54])[c:45]([O:49][C:50]([F:51])([F:52])[F:53])[cH:46][c:47]1[Cl:48])[CH3:56].[O:57]1[CH2:58][CH2:59][O:60][CH2:61][CH2:62]1>>[CH3:28][C:29](=[CH:30][C:31](=[O:32])[OH:33])[CH:36]=[CH:37][CH:38]=[C:39]([CH:40]=[CH:41][c:42]1[c:43]([Cl:55])[c:44]([CH3:54])[c:45]([O:49][C:50]([F:51])([F:52])[F:53])[cH:46][c:47]1[Cl:48])[CH3:56]. The reactants are CC(C=Cc1c(C)cc(OC(F)(F)F)c(C)c1C)=CC=CC(C)=CC(=O)O, CCOC(=O)C=C(C)C=CC=C(C)C=Cc1c(Cl)cc(OC(F)(F)F)c(C)c1Cl, C1COCCO1. Yields the product C(C)OC(=C)C1=NC(=C(C=C1NC(OC(C)(C)C)=O)F)OC (1,1-Dimethylethyl [2-[1-(ethyloxy)ethenyl]-5-fluoro-6-(methyloxy)-3-pyridinyl]carbamate). RXN SMILES: Cl[C:2]1[C:7]([NH:8][C:9](=[O:15])[O:10][C:11]([CH3:14])([CH3:13])[CH3:12])=[CH:6][C:5]([F:16])=[C:4]([O:17][CH3:18])[N:3]=1.[F-].[Cs+].C([Sn](CCCC)(CCCC)[C:26]([O:28][CH2:29][CH3:30])=[CH2:27])CCC.[F-].[K+]>O1CCOCC1.[Pd].C(P(C(C)(C)C)C(C)(C)C)(C)(C)C.C(P(C(C)(C)C)C(C)(C)C)(C)(C)C>[CH2:29]([O:28][C:26]([C:2]1[C:7]([NH:8][C:9](=[O:15])[O:10][C:11]([CH3:14])([CH3:13])[CH3:12])=[CH:6][C:5]([F:16])=[C:4]([O:17][CH3:18])[N:3]=1)=[CH2:27])[CH3:30] |f:1.2,4.5,7.8.9|. Procedure details: A degassed solution of 1,1-dimethylethyl [2-chloro-5-fluoro-6-(methyloxy)-3-pyridinyl]carbamate (20 g, 72.2 mmol) in 1,4-dioxane (200 ml) was treated with bis(tri-tert-butylphosphine) palladium(0) (1.05 g), caesium fluoride (21.93 g) and tributyl[1-(ethyloxy)ethenyl]stannane (26.9 ml) then heated to 100° C. overnight. The cooled mixture was treated with 10% aqueous potassium fluoride solution. After 0.5 hour stirring, the mixture was filtered through Kieselguhr, washing with 1,4-dioxane. Ethyl a... Run at temperature 100 celsius, time 0.5 hour. The solvent is O1CCOCC1 (1,4-dioxane). The reactants are [F-].[K+] (potassium fluoride), ClC1=NC(=C(C=C1NC(OC(C)(C)C)=O)F)OC (1,1-dimethylethyl [2-chloro-5-fluoro-6-(methyloxy)-3-pyridinyl]carbamate), [F-].[Cs+] (caesium fluoride), C(CCC)[Sn](C(=C)OCC)(CCCC)CCCC (tributyl[1-(ethyloxy)ethenyl]stannane). Reagents/catalysts: [Pd].C(C)(C)(C)P(C(C)(C)C)C(C)(C)C.C(C)(C)(C)P(C(C)(C)C)C(C)(C)C (bis(tri-tert-butylphosphine) palladium(0)).